Dataset: the Open Reaction Database (ORD), a public repository of structured organic reaction records. Task: describe an organic reaction: reactants, conditions, products, and yield Reactants: COC(=O)c1[nH]c(Br)c(Br)c1OC(C)C, CC(C)(C)[O-], CS(C)=O, [K+], O. Product: CC(C)Oc1c(C(=O)O)[nH]c(Br)c1Br. RXN SMILES: [Br:1][c:2]1[c:3]([O:12][CH:13]([CH3:14])[CH3:15])[c:4]([C:8](=[O:9])[O:10][CH3:11])[nH:5][c:6]1[Br:7].[CH3:16][C:17]([CH3:18])([O-:19])[CH3:20].[CH3:23][S:24]([CH3:25])=[O:26].[K+:21].[OH2:22]>>[Br:1][c:2]1[c:3]([O:12][CH:13]([CH3:14])[CH3:15])[c:4]([C:8](=[O:9])[OH:10])[nH:5][c:6]1[Br:7]. Reactants: Fc1cccc(-c2nn3nc(OC(F)F)ccc3c2Br)c1, CS(=O)(=O)c1ccc(B(O)O)cc1, CCOC(C)=O, [Na+], [Na+], O=C([O-])[O-]. Product: CS(=O)(=O)c1ccc(-c2c(-c3cccc(F)c3)nn3nc(OC(F)F)ccc23)cc1. RXN SMILES: [Br:1][c:2]1[c:3](-[c:15]2[cH:16][c:17]([F:21])[cH:18][cH:19][cH:20]2)[n:4][n:5]2[n:6][c:7]([O:11][CH:12]([F:13])[F:14])[cH:8][cH:9][c:10]12.[CH3:28][S:29](=[O:30])(=[O:31])[c:32]1[cH:33][cH:34][c:35]([B:38]([OH:39])[OH:40])[cH:36][cH:37]1.[CH3:41][CH2:42][O:43][C:44](=[O:45])[CH3:46].[Na+:22].[Na+:23].[O-:24][C:25](=[O:26])[O-:27]>>[c:2]1(-[c:35]2[cH:34][cH:33][c:32]([S:29]([CH3:28])(=[O:30])=[O:31])[cH:37][cH:36]2)[c:3](-[c:15]2[cH:16][c:17]([F:21])[cH:18][cH:19][cH:20]2)[n:4][n:5]2[n:6][c:7]([O:11][CH:12]([F:13])[F:14])[cH:8][cH:9][c:10]12. Reactants: N (ammonia), 4-toluene sulfochloride, 4-toluene sulfochloride, NC(=O)C(C1=C(C=CC=C1)N1CCCCC1)C(C1=CC=C(C(=O)OCC)C=C1)C(=O)N (ethyl 4-[(α-aminocarbonyl-2-piperidino-benzyl)-aminocarbonylmethyl]-benzoate). Run in N1=CC=CC=C1 (pyridine), N1=CC=CC=C1 (pyridine). Reaction conditions: temperature 50 celsius, time 2 hour. Product: C(#N)C(C1=C(C=CC=C1)N1CCCCC1)C(C1=CC=C(C(=O)OCC)C=C1)C(=O)N (Ethyl 4-[(α-cyano-2-piperidino-benzyl)-aminocarbonylmethyl]-benzoate). RXN SMILES: [NH2:1][C:2]([CH:4]([CH:17]([C:29]([NH2:31])=[O:30])[C:18]1[CH:28]=[CH:27][C:21]([C:22]([O:24][CH2:25][CH3:26])=[O:23])=[CH:20][CH:19]=1)[C:5]1[CH:10]=[CH:9][CH:8]=[CH:7][C:6]=1[N:11]1[CH2:16][CH2:15][CH2:14][CH2:13][CH2:12]1)=O.N>N1C=CC=CC=1>[C:2]([CH:4]([CH:17]([C:29]([NH2:31])=[O:30])[C:18]1[CH:19]=[CH:20][C:21]([C:22]([O:24][CH2:25][CH3:26])=[O:23])=[CH:27][CH:28]=1)[C:5]1[CH:10]=[CH:9][CH:8]=[CH:7][C:6]=1[N:11]1[CH2:16][CH2:15][CH2:14][CH2:13][CH2:12]1)#[N:1]. Reported procedure: Two hundred thirty-four milligrams (1.22 m mol) of 4-toluene-sulfochloride were added in two batches to 520 mg (1.22 m mol) of ethyl 4-[(α-aminocarbonyl-2-piperidino-benzyl)-aminocarbonylmethyl]-benzoate in 0.22 ml of pyridine, and the mixture was heated to 50° C. After two hours and then one hour later, the same quantities of pyridine and 4-toluene-sulfochloride were again added, and the resulting mixture was heated for a further hour at 50° C. After the mixture was left to stand for two days a... Starting materials: O=C(CBr)Nc1ccccc1C(=O)O, COc1ccc(N)cc1, [K+], CN(C)C=O, [OH-], O. Product: COc1ccc(NCC(=O)Nc2ccccc2C(=O)O)cc1. As a reaction SMILES: [Br:1][CH2:2][C:3](=[O:4])[NH:5][c:6]1[c:7]([C:8](=[O:9])[OH:10])[cH:11][cH:12][cH:13][cH:14]1.[CH3:15][O:16][c:17]1[cH:18][cH:19][c:20]([NH2:21])[cH:22][cH:23]1.[K+:30].[O:24]=[CH:25][N:26]([CH3:27])[CH3:28].[OH-:29].[OH2:31]>>[CH2:2]([C:3](=[O:4])[NH:5][c:6]1[c:7]([C:8](=[O:9])[OH:10])[cH:11][cH:12][cH:13][cH:14]1)[NH:21][c:20]1[cH:19][cH:18][c:17]([O:16][CH3:15])[cH:23][cH:22]1. Starting materials: FC(C(=O)O)(F)F (trifluoroacetic acid), C(C1=CC=CC=C1)[C@H]1N(CC[C@@H](C1)N(C(C(F)(F)F)=O)CC1=CC=NC2=CC=CC=C12)C([C@@H](NC(=O)OC(C)(C)C)CC1=CC=CC=C1)=O ((2R*,4S*)-2-benzyl-1-((S)-N-tert.-butyloxycarbonyl-phenylalanyl)-N-(4-quinolylmethyl)-N-trifluoroacetyl-4-piperidinamine). Procedure details: 3.1 ml (4.09 mmol) of trifluoroacetic acid are added to 920 mg (1.36 mmol) of (2R*,4S*)-2-benzyl-1-((S)-N-tert.-butyloxycarbonyl-phenylalanyl)-N-(4-quinolylmethyl)-N-trifluoroacetyl-4-piperidinamine, and the reaction mixture is stirred at room temperature for 2 hours. It is then concentrated in a rotary evaporator, the residue is taken up in water, basified with 1N sodium bicarbonate solution at 0° C. and extracted with methylene chloride. The organic phases are washed with brine, dried over mag... Yields the product C(C1=CC=CC=C1)[C@H]1N(CC[C@@H](C1)NCC1=CC=NC2=CC=CC=C12)C([C@@H](N)CC1=CC=CC=C1)=O ((2R*,4S*)-2-benzyl-1-((S)-phenylalanyl)-N-(4-quinolylmethyl)-4-piperidinamine). RXN SMILES: FC(F)(F)C(O)=O.[CH2:8]([C@@H:15]1[CH2:20][C@@H:19]([N:21]([CH2:28][C:29]2[C:38]3[C:33](=[CH:34][CH:35]=[CH:36][CH:37]=3)[N:32]=[CH:31][CH:30]=2)C(=O)C(F)(F)F)[CH2:18][CH2:17][N:16]1[C:39](=[O:56])[C@H:40]([CH2:49][C:50]1[CH:55]=[CH:54][CH:53]=[CH:52][CH:51]=1)[NH:41]C(OC(C)(C)C)=O)[C:9]1[CH:14]=[CH:13][CH:12]=[CH:11][CH:10]=1>>[CH2:8]([C@@H:15]1[CH2:20][C@@H:19]([NH:21][CH2:28][C:29]2[C:38]3[C:33](=[CH:34][CH:35]=[CH:36][CH:37]=3)[N:32]=[CH:31][CH:30]=2)[CH2:18][CH2:17][N:16]1[C:39](=[O:56])[C@H:40]([CH2:49][C:50]1[CH:51]=[CH:52][CH:53]=[CH:54][CH:55]=1)[NH2:41])[C:9]1[CH:14]=[CH:13][CH:12]=[CH:11][CH:10]=1. Run at time 2 hour. Product: COCCNC(=O)CCCN, Cl. RXN SMILES: [CH3:1][O:2][CH2:3][CH2:4][NH:5][C:6]([CH2:7][CH2:8][CH2:9][NH:10][C:11]([O:12][CH2:13][c:14]1[cH:15][cH:16][cH:17][cH:18][cH:19]1)=[O:20])=[O:21].[CH3:23][OH:24].[ClH:22]>>[CH3:1][O:2][CH2:3][CH2:4][NH:5][C:6]([CH2:7][CH2:8][CH2:9][NH2:10])=[O:21].[ClH:22]. Reactants: COCCNC(=O)CCCNC(=O)OCc1ccccc1, CO, Cl. Starting materials: CC(=O)NC(C)(C)[C@@H]1CC2(CCN(CC2)C(=O)OC(C)(C)C)c3cc(Cl)c(C)cc13, CC1(C)OB(OC1(C)C)C2=CCCCC2. The reagents and catalysts are CCN=P(N=P(N(C)C)(N(C)C)N(C)C)(N(C)C)N(C)C (P2-Et), CC(C)c1cc(C(C)C)c(-c2ccccc2[PH](C(C)(C)C)(C(C)(C)C)[Pd]2(OS(C)(=O)=O)Nc3ccccc3-c3ccccc32)c(C(C)C)c1 (tBuXphos G3). Solvent: CS(C)=O (DMSO), O (water), CS(C)=O (DMSO), CS(C)=O (DMSO), CS(C)=O (DMSO). Run at time 22 hour. Yields the product CC(=O)NC(C)(C)[C@@H]1CC2(CCN(CC2)C(=O)OC(C)(C)C)c3cc(C4=CCCCC4)c(C)cc13, CC(=O)NC(C)(C)[C@@H]1CC2(CCN(CC2)C(=O)OC(C)(C)C)c3cc(Cl)c(C)cc13, c1ccc(-c2ccccc2)cc1. The reactants are COC(C1=C(C=CC(=C1)Br)N)=O (2-Amino-5-bromobenzoic acid methyl ester), [Cu]C#N (copper (I) cyanide). Solvent: CN1C(CCC1)=O (N-methylpyrrolidinone), O (water). The product is COC(C1=C(C=CC(=C1)C#N)N)=O (2-Amino-5-cyanobenzoic acid methyl ester). Isolated yield 28.4%. As a reaction SMILES: [CH3:1][O:2][C:3](=[O:12])[C:4]1[CH:9]=[C:8](Br)[CH:7]=[CH:6][C:5]=1[NH2:11].[Cu][C:14]#[N:15]>CN1CCCC1=O.O>[CH3:1][O:2][C:3](=[O:12])[C:4]1[CH:9]=[C:8]([C:14]#[N:15])[CH:7]=[CH:6][C:5]=1[NH2:11]. Procedure: 2-Amino-5-bromobenzoic acid methyl ester (4.6 g, 20 mmol) and copper (I) cyanide (3.6 g, 40 mmol) were heated at 200° C. in N-methylpyrrolidinone (20 ml) for 4 h. After cooling to room temperature, the solution was diluted with water, extracted with ethyl acetate, the aqueous extract acidified with 2N hydrochloric acid and filtered. The organic layer was separated, dried over magnesium sulphate and evaporated. The residue was purified by flash column chromatography on silica eluting with 50% eth... Reactants: [OH-].[Na+] (NaOH), CC1(CCC2=C(CC1)C=C(C(=C2)CCCCCCCC)/C=C/C2=CC=C(C(=O)OCC)C=C2)C (ethyl (E)-4-[2-(7,7-dimethyl-3-octyl-6,7, 8,9-tetrahydro-5H-benzocyclohepten-2-yl)vinyl]benzoate), Cl (HCl). The solvent is C(C)O.O1CCCC1 (ethanol tetrahydrofuran). Run at time 3 day. Product: CC1(CCC2=C(CC1)C=C(C(=C2)CCCCCCCC)/C=C/C2=CC=C(C(=O)O)C=C2)C ((E)-4-[2-(7,7-dimethyl-3-octyl-6,7,8,9-tetrahydro-5H-benzocyclohepten-2-yl)vinyl]benzoic acid). RXN SMILES: [CH3:1][C:2]1([CH3:34])[CH2:8][CH2:7][C:6]2[CH:9]=[C:10](/[CH:21]=[CH:22]/[C:23]3[CH:33]=[CH:32][C:26]([C:27]([O:29]CC)=[O:28])=[CH:25][CH:24]=3)[C:11]([CH2:13][CH2:14][CH2:15][CH2:16][CH2:17][CH2:18][CH2:19][CH3:20])=[CH:12][C:5]=2[CH2:4][CH2:3]1.[OH-].[Na+].Cl>C(O)C.O1CCCC1>[CH3:34][C:2]1([CH3:1])[CH2:8][CH2:7][C:6]2[CH:9]=[C:10](/[CH:21]=[CH:22]/[C:23]3[CH:24]=[CH:25][C:26]([C:27]([OH:29])=[O:28])=[CH:32][CH:33]=3)[C:11]([CH2:13][CH2:14][CH2:15][CH2:16][CH2:17][CH2:18][CH2:19][CH3:20])=[CH:12][C:5]=2[CH2:4][CH2:3]1 |f:1.2,4.5|. Procedure details: The ester was dissolved in 20 ml of ethanol/tetrahydrofuran (1:1) and treated with 5.8 ml of 3N NaOH. Thereafter, the mixture was stirred at room temperature for 3 days, poured on to ice, acidified with 2N HCl, extracted with ethyl acetate, washed with water, dried and evaporated. Recrystallization from ethyl acetate yielded 1.56 g of (E)-4-[2-(7,7-dimethyl-3-octyl-6,7,8,9-tetrahydro-5H-benzocyclohepten-2-yl)vinyl]benzoic acid as pale yellow crystals of melting point 179.5-180.5° C. The reactants are NC=1C=C(C(=O)N)C(=CC1)F (3-amino-6-fluorobenzamide), COC=1C=C(C=CC1OC)B(O)O (3,4-dimethoxyphenylboronic acid), O.C(C=O)(=O)O (glyoxylic acid monohydrate). Solvent: C(C)#N (acetonitrile), CN(C)C=O (DMF). Reaction conditions: temperature 100 celsius. Yields the product C(N)(=O)C=1C=C(C=CC1F)NC(C(=O)O)C1=CC(=C(C=C1)OC)OC (2-(3-Carbamoyl-4-fluorophenylamino)-2-(3,4-dimethoxyphenyl)acetic acid). Yield: 46.0%. RXN SMILES: [NH2:1][C:2]1[CH:3]=[C:4]([C:8]([F:11])=[CH:9][CH:10]=1)[C:5]([NH2:7])=[O:6].[CH3:12][O:13][C:14]1[CH:15]=[C:16](B(O)O)[CH:17]=[CH:18][C:19]=1[O:20][CH3:21].O.[C:26]([OH:30])(=[O:29])[CH:27]=O>C(#N)C.CN(C=O)C>[C:5]([C:4]1[CH:3]=[C:2]([NH:1][CH:27]([C:16]2[CH:17]=[CH:18][C:19]([O:20][CH3:21])=[C:14]([O:13][CH3:12])[CH:15]=2)[C:26]([OH:30])=[O:29])[CH:10]=[CH:9][C:8]=1[F:11])(=[O:6])[NH2:7] |f:2.3|. Procedure details: A mixture of 3-amino-6-fluorobenzamide (85 mg, 0.5 mmol), 3,4-dimethoxyphenylboronic acid (91 mg, 0.5 mmol) and glyoxylic acid monohydrate (46 mg, 0.5 mmol) in acetonitrile (2.0 mL) and DMF (0.2 mL) was heated at 100° C. for 20 min. in a microwave reactor. After removal of solvent, the crude was triturated with methylene chloride. The precipitate formed was collected by filtration and washed with methylene chloride to give 13A after drying, yield: 46%. 1H NMR (400 MHz, Methanol-d4) δ ppm 3.81 (s...